From a dataset of the Open Reaction Database (ORD), a public repository of structured organic reaction records. describe an organic reaction: reactants, conditions, products, and yield Starting materials: CCC(C(=O)[O-])c1cncnc1Cl, CCO, [Li+], [OH-], O, O. The product is O=C(O)Cc1cncnc1Cl. As a reaction SMILES: [CH2:1]([CH3:2])[CH:3]([C:4](=[O:5])[O-:6])[c:7]1[c:8]([Cl:13])[n:9][cH:10][n:11][cH:12]1.[CH3:18][CH2:19][OH:20].[Li+:16].[OH-:15].[OH2:14].[OH2:17]>>[CH2:3]([C:4](=[O:5])[OH:6])[c:7]1[c:8]([Cl:13])[n:9][cH:10][n:11][cH:12]1.